Dataset: the Open Reaction Database (ORD), a public repository of structured organic reaction records. Task: describe an organic reaction: reactants, conditions, products, and yield Reactants: C([C@@H](O)C)(=O)O (L-Lactic acid), O.OC1=CC=CC=2NN=NC21 (hydroxybenzotriazole hydrate), Cl.C(C)N=C=NCCCN(C)C (1-ethyl-3-(3-dimethylaminopropyl)-carbodiimide hydrochloride), FC(C(=O)O)(F)F.N1(CCOCC1)C1=C2N=C(N(C2=NC(=N1)C=1C=NC(=NC1)N)CC(F)(F)F)N1CCNCC1 (5-[6-morpholin-4-yl-8-piperazin-1-yl-9-(2,2,2-trifluoroethyl)-9H-purin-2-yl]pyrimidin-2-amine trifluoroacetate). Solvent: C(C)N(CC)CC (triethylamine), CN(C=O)C (dimethylformamide). Conditions: time 5 hour. Yields the product NC1=NC=C(C=N1)C1=NC(=C2N=C(N(C2=N1)CC(F)(F)F)N1CCN(CC1)C([C@H](C)O)=O)N1CCOCC1 ((2S)-1-{4-[2-(2-Aminopyrimidin-5-yl)-6-morpholin-4-yl-9-(2,2,2-trifluoroethyl)-9H-purin-8-yl]piperazin-1-yl}-1-oxopropan-2-ol). Reaction SMILES: [C:1]([OH:6])(=O)[C@H:2]([CH3:4])[OH:3].O.OC1C2N=NNC=2C=CC=1.Cl.C(N=C=NCCCN(C)C)C.FC(F)(F)C(O)=O.[N:37]1([C:43]2[N:51]=[C:50]([C:52]3[CH:53]=[N:54][C:55]([NH2:58])=[N:56][CH:57]=3)[N:49]=[C:48]3[C:44]=2[N:45]=[C:46]([N:64]2[CH2:69][CH2:68][NH:67][CH2:66][CH2:65]2)[N:47]3[CH2:59][C:60]([F:63])([F:62])[F:61])[CH2:42][CH2:41][O:40][CH2:39][CH2:38]1>C(N(CC)CC)C.CN(C)C=O>[NH2:58][C:55]1[N:56]=[CH:57][C:52]([C:50]2[N:49]=[C:48]3[C:44]([N:45]=[C:46]([N:64]4[CH2:69][CH2:68][N:67]([C:1](=[O:6])[C@@H:2]([OH:3])[CH3:4])[CH2:66][CH2:65]4)[N:47]3[CH2:59][C:60]([F:61])([F:63])[F:62])=[C:43]([N:37]3[CH2:38][CH2:39][O:40][CH2:41][CH2:42]3)[N:51]=2)=[CH:53][N:54]=1 |f:1.2,3.4,5.6|. Procedure details: L-Lactic acid (17 mg, 0.19 mmol), hydroxybenzotriazole hydrate (37 mg, 0.19 mmol), 1-ethyl-3-(3-dimethylaminopropyl)-carbodiimide hydrochloride (37 mg, 0.19 mmol), dimethylformamide (3 ml), and triethylamine (100 μl) were added to 5-[6-morpholin-4-yl-8-piperazin-1-yl-9-(2,2,2-trifluoroethyl)-9H-purin-2-yl]pyrimidin-2-amine trifluoroacetate (120 mg, 0.17 mmol) and the resulting mixture was stirred for 5 hours. The reaction mixture was partitioned with ethyl acetate and water, the organic layer wa...